describe an organic reaction: reactants, conditions, products, and yield From a dataset of the Open Reaction Database (ORD), a public repository of structured organic reaction records. Reactants: C(C(=O)Cl)(=O)Cl (oxalyl chloride), O=C1N(C2=NC=CC=C2C=C1C(=O)O)C1=CC=CC=C1 (2-oxo-1-phenyl-1,2-dihydro-1,8-naphthyridine-3-carboxylic acid), CN(C=O)C (N,N-dimethylformamide). Run in ClCCl (dichloromethane). Conditions: temperature 40 celsius, time 1 hour. Product: O=C1N(C2=NC=CC=C2C=C1C(=O)Cl)C1=CC=CC=C1 (2-oxo-1-phenyl-1,2-dihydro-1,8-naphthyridine-3-carboxylic acid chloride). Reaction SMILES: [O:1]=[C:2]1[C:11]([C:12](O)=[O:13])=[CH:10][C:9]2[C:4](=[N:5][CH:6]=[CH:7][CH:8]=2)[N:3]1[C:15]1[CH:20]=[CH:19][CH:18]=[CH:17][CH:16]=1.C(Cl)(=O)C([Cl:24])=O.CN(C)C=O>ClCCl>[O:1]=[C:2]1[C:11]([C:12]([Cl:24])=[O:13])=[CH:10][C:9]2[C:4](=[N:5][CH:6]=[CH:7][CH:8]=2)[N:3]1[C:15]1[CH:20]=[CH:19][CH:18]=[CH:17][CH:16]=1. Procedure details: 1.62 g (6.1 mmol) of 2-oxo-1-phenyl-1,2-dihydro-1,8-naphthyridine-3-carboxylic acid was dissolved in dichloromethane (60 mL), and 3.7 mL (44 mmol) of oxalyl chloride was added thereto. One droplet of N,N-dimethylformamide was added to the above mixture, and the resulting mixture was stirred for one hour at 40° C. The reaction mixture was concentrated under reduced pressure, and thus 2-oxo-1-phenyl-1,2-dihydro-1,8-naphthyridine-3-carboxylic acid chloride was obtained. The acid chloride thus obtai... Reactants: C1CCOC1, CNC, [I-], CCCCc1nc2c(N)nc3ccccc3c2n1CCCN(CCCCl)Cc1cccc(CC(=O)OC)c1, [Na+], CN(C)C=O. The product is CCCCc1nc2c(N)nc3ccccc3c2n1CCCN(CCCN(C)C)Cc1cccc(CC(=O)OC)c1. RXN SMILES: [CH2:44]1[O:45][CH2:46][CH2:47][CH2:48]1.[CH3:1][NH:2][CH3:3].[I-:43].[NH2:4][c:5]1[n:6][c:7]2[cH:8][cH:9][cH:10][cH:11][c:12]2[c:13]2[c:14]1[n:15][c:16]([CH2:38][CH2:39][CH2:40][CH3:41])[n:17]2[CH2:18][CH2:19][CH2:20][N:21]([CH2:22][CH2:23][CH2:24][Cl:25])[CH2:26][c:27]1[cH:28][c:29]([CH2:33][C:34](=[O:35])[O:36][CH3:37])[cH:30][cH:31][cH:32]1.[Na+:42].[O:49]=[CH:50][N:51]([CH3:52])[CH3:53]>>[CH3:1][N:2]([CH3:3])[CH2:24][CH2:23][CH2:22][N:21]([CH2:20][CH2:19][CH2:18][n:17]1[c:13]2[c:12]3[c:7]([n:6][c:5]([NH2:4])[c:14]2[n:15][c:16]1[CH2:38][CH2:39][CH2:40][CH3:41])[cH:8][cH:9][cH:10][cH:11]3)[CH2:26][c:27]1[cH:28][c:29]([CH2:33][C:34](=[O:35])[O:36][CH3:37])[cH:30][cH:31][cH:32]1. Reactants: C(C)OC(=O)N1CCC(CC1)CO (4-hydroxymethyl-piperidine-1-carboxylic acid ethyl ester), [Cr](=O)(=O)([O-])Cl.[NH+]1=CC=CC=C1 (Pyridinium chlorochromate). Solvent: C(Cl)Cl (CH2Cl2). Conditions: time 16 hour. The product is C(C)OC(=O)N1CCC(CC1)C=O (4-formyl-piperidine-1-carboxylic acid ethyl ester). Yield: 82.3%. RXN SMILES: [CH2:1]([O:3][C:4]([N:6]1[CH2:11][CH2:10][CH:9]([CH2:12][OH:13])[CH2:8][CH2:7]1)=[O:5])[CH3:2].[Cr](Cl)([O-])(=O)=O.[NH+]1C=CC=CC=1>C(Cl)Cl>[CH2:1]([O:3][C:4]([N:6]1[CH2:11][CH2:10][CH:9]([CH:12]=[O:13])[CH2:8][CH2:7]1)=[O:5])[CH3:2] |f:1.2|. Procedure details: The above alcohol (7.5 g, 40.0 mmol, 1.0 equiv) was dissolved in 500 mL of CH2Cl2. Pyridinium chlorochromate (12.96 g, 60.1 mmol, 1.5 equiv) was added and resulting mixture was stirred for 16 h. The dark liquid was decanted and the solvent was removed in vacuo. The residue was triturated with 500 mL of diethyl ether and the mixture was filtered. The filtrate was washed with 150 mL of 1 N HCl and dried over Na2SO4. The liquid was decanted and concentrated by rotary evaporation to yield 4-formyl-p... Starting materials: CC1C(NN=C(C1)C1=CC(=C(C=C1)NC(=O)C)[N+](=O)[O-])=O (4-methyl-6-(3'-nitro-4'-acetamino-phenyl)-4,5-dihydro-3(2H)-pyridazinone), C(C)(=O)O (acetic acid). The solvent is C(C)O (ethanol). Yields the product CC1C(NN=C(C1)C1=CC(=C(C=C1)NC(=O)C)N)=O (4-Methyl-6-(3'-amino-4'-acetamino-phenyl)-4,5-dihydro-3(2H)-pyridazinone). As a reaction SMILES: [CH3:1][CH:2]1[CH2:7][C:6]([C:8]2[CH:13]=[CH:12][C:11]([NH:14][C:15]([CH3:17])=[O:16])=[C:10]([N+:18]([O-])=O)[CH:9]=2)=[N:5][NH:4][C:3]1=[O:21].C(O)(=O)C>C(O)C>[CH3:1][CH:2]1[CH2:7][C:6]([C:8]2[CH:13]=[CH:12][C:11]([NH:14][C:15]([CH3:17])=[O:16])=[C:10]([NH2:18])[CH:9]=2)=[N:5][NH:4][C:3]1=[O:21]. Reported procedure: 2.9 gm of 4-methyl-6-(3'-nitro-4'-acetamino-phenyl)-4,5-dihydro-3(2H)-pyridazinone were hydrogenated in 80 ml of ethanol and 20 ml of glacial acetic acid at room temperature and 5 atmospheres in the presence of 1.5 gm of palladizedcoal. The catalyst was then filtered off, the filtrate was evaporated, and the residue was used as such in the next step. Starting materials: BrCCCNC(OC(C)(C)C)=O (tert-butyl N-(3-bromopropyl)carbamate), N1CCC(=CC1)C=1C=C(C=CC1)NC(C)=O (N-[3-(1,2,3,6-tetrahydro-4-pyridinyl)phenyl]acetamide). The reagents and catalysts are [N+](CCCC)(CCCC)(CCCC)CCCC.[I-] (Bu4NI). The solvent is O1CCOCC1 (dioxane). Product: C(C)(=O)NC=1C=C(C=CC1)C=1CCN(CC1)CCCNC(OC(C)(C)C)=O (tert-butyl 3-(4-[3-(acetylamino)phenyl]-3,6-dihydro-1(2H)-pyridinyl)propylcarbamate). As a reaction SMILES: Br[CH2:2][CH2:3][CH2:4][NH:5][C:6](=[O:12])[O:7][C:8]([CH3:11])([CH3:10])[CH3:9].[NH:13]1[CH2:18][CH:17]=[C:16]([C:19]2[CH:20]=[C:21]([NH:25][C:26](=[O:28])[CH3:27])[CH:22]=[CH:23][CH:24]=2)[CH2:15][CH2:14]1>[N+](CCCC)(CCCC)(CCCC)CCCC.[I-].O1CCOCC1>[C:26]([NH:25][C:21]1[CH:20]=[C:19]([C:16]2[CH2:17][CH2:18][N:13]([CH2:2][CH2:3][CH2:4][NH:5][C:6](=[O:12])[O:7][C:8]([CH3:11])([CH3:10])[CH3:9])[CH2:14][CH:15]=2)[CH:24]=[CH:23][CH:22]=1)(=[O:28])[CH3:27] |f:2.3|. Procedure details: The reaction of tert-butyl N-(3-bromopropyl)carbamate and N-[3-(1,2,3,6-tetrahydro-4-pyridinyl)phenyl]acetamide in refluxing dioxane with catalytic Bu4NI and base as described in Scheme A gave tert-butyl 3-(4-[3-(acetylamino)phenyl]-3,6-dihydro-1(2H)-pyridinyl)propylcarbamate. Deprotection of the BOC group using HCl in dioxane followed by basification (pH 11-12) gave the desired product. Starting materials: 74.5, C(C)C1=C(N)C(=CC=C1)CC (2,6-diethylaniline), CN(C=O)C (dimethylformamide), C(C)(=O)OC(C)=O (acetic anhydride). Run in O (water). Reaction conditions: time 1 hour. Yields the product CCC1=C(C(=CC=C1)CC)NC(=O)C (2,6-Diethylacetanilide). As a reaction SMILES: [CH2:1]([C:3]1[CH:9]=[CH:8][CH:7]=[C:6]([CH2:10][CH3:11])[C:4]=1[NH2:5])[CH3:2].CN(C)C=O.[C:17](OC(=O)C)(=[O:19])[CH3:18]>O>[CH3:2][CH2:1][C:3]1[CH:9]=[CH:8][CH:7]=[C:6]([CH2:10][CH3:11])[C:4]=1[NH:5][C:17]([CH3:18])=[O:19]. Reported procedure: A solution of 74.5 parts of 2,6-diethylaniline in 200 parts of dimethylformamide is treated with 56 parts of acetic anhydride at 10°C. The mixture is stirred at 40° for one hour, poured into ice and water and stirred. The solid 2,6-diethylacetanilide is filtered, washed with water and dried. The reactants are CI (Methyl iodide), BrC1=C(C=CC=C1)CCC(=O)O (3-(2-bromophenyl)propanoic acid), C([O-])([O-])=O.[K+].[K+] (potassium carbonate). Solvent: CN(C=O)C (N,N-dimethylformamide). Reaction conditions: time 8 hour. The product is BrC1=C(C=CC=C1)CCC(=O)OC (Methyl 3-(2-bromophenyl)propanoate). The yield is 94.9%. RXN SMILES: CI.[Br:3][C:4]1[CH:9]=[CH:8][CH:7]=[CH:6][C:5]=1[CH2:10][CH2:11][C:12]([OH:14])=[O:13].[C:15](=O)([O-])[O-].[K+].[K+]>CN(C)C=O>[Br:3][C:4]1[CH:9]=[CH:8][CH:7]=[CH:6][C:5]=1[CH2:10][CH2:11][C:12]([O:14][CH3:15])=[O:13] |f:2.3.4|. Reported procedure: Methyl iodide (51 g, 22.4 ml, 0.24 mole) was added to a stirred mixture of 3-(2-bromophenyl)propanoic acid (36.7 g, 0.16 mole, prepared as described by F. G. Holliman and F. G. Mann J Chem. Soc. 9, 1960) and anhydrous potassium carbonate (33 g, 0.24 mole) in dry N,N-dimethylformamide (250 ml) and the mixture was stirred at ambient temperature overnight. After removal of the solvent in vacuo the residue was partitioned between ether and water and the ethereal phase washed with aqueous sodium thio... The reactants are CCOC=NS(C)(=O)=O, CN=CNc1ccc(Cl)cc1C, C1COCCO1. Yields the product Cc1cc(Cl)ccc1N=CN(C)C=NS(C)(=O)=O. Reaction SMILES: [CH2:13]([O:14][CH:16]=[N:17][S:18](=[O:19])(=[O:20])[CH3:21])[CH3:15].[CH3:1][c:2]1[c:3]([NH:9][CH:10]=[N:11][CH3:12])[cH:4][cH:5][c:6]([Cl:8])[cH:7]1.[O:22]1[CH2:23][CH2:24][O:25][CH2:26][CH2:27]1>>[CH3:1][c:2]1[c:3]([N:9]=[CH:10][N:11]([CH3:12])[CH:16]=[N:17][S:18](=[O:19])(=[O:20])[CH3:21])[cH:4][cH:5][c:6]([Cl:8])[cH:7]1.